Dataset: the Open Reaction Database (ORD), a public repository of structured organic reaction records. Task: describe an organic reaction: reactants, conditions, products, and yield Starting materials: Cc1cc(Br)cc2c1C(=O)N(Cc1ccc(OC(F)(F)F)cc1)C2, CC#N, [Cu]I, N#C[Na], c1ccc(P(c2ccccc2)(c2ccccc2)[Pd](P(c2ccccc2)(c2ccccc2)c2ccccc2)(P(c2ccccc2)(c2ccccc2)c2ccccc2)P(c2ccccc2)(c2ccccc2)c2ccccc2)cc1. Yields the product Cc1cc(C#N)cc2c1C(=O)N(Cc1ccc(OC(F)(F)F)cc1)C2. As a reaction SMILES: [Br:1][c:2]1[cH:3][c:4]2[c:8]([c:9]([CH3:11])[cH:10]1)[C:7](=[O:12])[N:6]([CH2:13][c:14]1[cH:15][cH:16][c:17]([O:20][C:21]([F:22])([F:23])[F:24])[cH:18][cH:19]1)[CH2:5]2.[CH3:28][C:29]#[N:30].[Cu:108][I:109].[Na:25][C:26]#[N:27].[cH:31]1[cH:32][cH:33][c:34]([P:35]([Pd:36]([P:37]([c:38]2[cH:39][cH:40][cH:41][cH:42][cH:43]2)([c:44]2[cH:45][cH:46][cH:47][cH:48][cH:49]2)[c:50]2[cH:51][cH:52][cH:53][cH:54][cH:55]2)([P:56]([c:57]2[cH:58][cH:59][cH:60][cH:61][cH:62]2)([c:63]2[cH:64][cH:65][cH:66][cH:67][cH:68]2)[c:69]2[cH:70][cH:71][cH:72][cH:73][cH:74]2)[P:75]([c:76]2[cH:77][cH:78][cH:79][cH:80][cH:81]2)([c:82]2[cH:83][cH:84][cH:85][cH:86][cH:87]2)[c:88]2[cH:89][cH:90][cH:91][cH:92][cH:93]2)([c:94]2[cH:95][cH:96][cH:97][cH:98][cH:99]2)[c:100]2[cH:101][cH:102][cH:103][cH:104][cH:105]2)[cH:106][cH:107]1>>[c:2]1([C:26]#[N:27])[cH:3][c:4]2[c:8]([c:9]([CH3:11])[cH:10]1)[C:7](=[O:12])[N:6]([CH2:13][c:14]1[cH:15][cH:16][c:17]([O:20][C:21]([F:22])([F:23])[F:24])[cH:18][cH:19]1)[CH2:5]2. Starting materials: CCN(C(C)C)C(C)C, CN(CCCl)Cc1ccc(-c2cc3nccc(Oc4ccc(N)cc4F)c3s2)cc1, ClCCl, O=C(O)CC(=O)Nc1ccccc1. Yields the product CN(CCCl)Cc1ccc(-c2cc3nccc(Oc4ccc(NC(=O)CC(=O)Nc5ccccc5)cc4F)c3s2)cc1. RXN SMILES: [CH:44]([N:45]([CH2:46][CH3:47])[CH:48]([CH3:49])[CH3:50])([CH3:51])[CH3:52].[Cl:14][CH2:15][CH2:16][N:17]([CH3:18])[CH2:19][c:20]1[cH:21][cH:22][c:23](-[c:26]2[cH:27][c:28]3[n:29][cH:30][cH:31][c:32]([O:35][c:36]4[c:37]([F:43])[cH:38][c:39]([NH2:42])[cH:40][cH:41]4)[c:33]3[s:34]2)[cH:24][cH:25]1.[Cl:53][CH2:54][Cl:55].[O:1]=[C:2]([CH2:3][C:4](=[O:5])[OH:6])[NH:7][c:8]1[cH:9][cH:10][cH:11][cH:12][cH:13]1>>[O:1]=[C:2]([CH2:3][C:4](=[O:5])[NH:42][c:39]1[cH:38][c:37]([F:43])[c:36]([O:35][c:32]2[cH:31][cH:30][n:29][c:28]3[cH:27][c:26](-[c:23]4[cH:22][cH:21][c:20]([CH2:19][N:17]([CH2:16][CH2:15][Cl:14])[CH3:18])[cH:25][cH:24]4)[s:34][c:33]32)[cH:41][cH:40]1)[NH:7][c:8]1[cH:9][cH:10][cH:11][cH:12][cH:13]1. The reactants are C(C1=CC=CC=C1)OC1=C(N(C(=C1OCC1=CC=CC=C1)C#N)C1=CC=C(C=C1)OC)C#N (3,4-Bis(benzyloxy)-1-(4-methoxyphenyl)-1H-pyrrole-2,5-dicarbonitrile). The reagents and catalysts are [Pd] (Pd/C). Solvent: C1CCOC1 (THF). Yields the product OC1=C(N(C(=C1O)C#N)C1=CC=C(C=C1)OC)C#N (3,4-dihydroxy-1-(4-methoxyphenyl)-1H-pyrrole-2,5-dicarbonitrile). Yield: 14.7%. RXN SMILES: C([O:8][C:9]1[C:13]([O:14]CC2C=CC=CC=2)=[C:12]([C:22]#[N:23])[N:11]([C:24]2[CH:29]=[CH:28][C:27]([O:30][CH3:31])=[CH:26][CH:25]=2)[C:10]=1[C:32]#[N:33])C1C=CC=CC=1>C1COCC1.[Pd]>[OH:8][C:9]1[C:13]([OH:14])=[C:12]([C:22]#[N:23])[N:11]([C:24]2[CH:25]=[CH:26][C:27]([O:30][CH3:31])=[CH:28][CH:29]=2)[C:10]=1[C:32]#[N:33]. Reported procedure: 3,4-Bis(benzyloxy)-1-(4-methoxyphenyl)-1H-pyrrole-2,5-dicarbonitrile (14) (70 mg, 0.16 mmol) in THF (5 mL) was passed through a Thales ‘H-cube’ cartridge (10% Pd/C) at a flow rate of 1.5 mL/min at 25° C. under H2 (full H2 mode). The output was concentrated in vacuo to afford the crude product. The compound was purified by preparative HPLC (C-18 column, 21.2 mm i.d.×100 mm, 5 micron particle size, gradient 5-95% MeCN in 0.1% aqueous formic acid over 16 min) to afford 3,4-dihydroxy-1-(4-methoxyphe... Starting materials: C(C=1C(O)=CC=CC1)(=O)Cl (salicyloyl chloride), NC1=CC=C(C=C1)C=1C(CC(NN1)=O)C (6-(p-aminophenyl)-5-methyl-4,5-dihydro-3(2H)-pyridazinone). The solvent is C1=CC=CC=C1 (benzene). Product: OC1=C(C(=O)NC2=CC=C(C=C2)C=2C(CC(NN2)=O)C)C=CC=C1 (6-[4-(2-hydroxybenzoylamino)-phenyl]-5-methyl-4,5-dihydro-3(2H)-pyridazinon). Reaction SMILES: [C:1](Cl)(=[O:9])[C:2]1[C:3](=[CH:5][CH:6]=[CH:7][CH:8]=1)[OH:4].[NH2:11][C:12]1[CH:17]=[CH:16][C:15]([C:18]2[CH:19]([CH3:25])[CH2:20][C:21](=[O:24])[NH:22][N:23]=2)=[CH:14][CH:13]=1>C1C=CC=CC=1>[OH:4][C:3]1[CH:5]=[CH:6][CH:7]=[CH:8][C:2]=1[C:1]([NH:11][C:12]1[CH:17]=[CH:16][C:15]([C:18]2[CH:19]([CH3:25])[CH2:20][C:21](=[O:24])[NH:22][N:23]=2)=[CH:14][CH:13]=1)=[O:9]. Reported procedure: 1.2 Grams (7.7 m-mol) of salicyloyl chloride and 1.0 g (4.9 m-mol) of 6-(p-aminophenyl)-5-methyl-4,5-dihydro-3(2H)-pyridazinone in 10 ml of benzene were stirred for 6 hours at 50° C. After cooling, the resultant crystals were washed with benzene and recrystallized from methanol-water whereby 750 mg of the title compound was obtained. M.P. 218°-220° C. Reactants: Cc1ccnc(N2CCNCC2)c1, O=C(O)C1CN(S(=O)(=O)c2ccccc2)C(=O)N1C1CCCCC1. Yields the product Cc1ccnc(N2CCN(C(=O)C3CN(S(=O)(=O)c4ccccc4)C(=O)N3C3CCCCC3)CC2)c1. RXN SMILES: [CH3:25][c:26]1[cH:27][c:28]([N:32]2[CH2:33][CH2:34][NH:35][CH2:36][CH2:37]2)[n:29][cH:30][cH:31]1.[c:1]1([S:7](=[O:8])(=[O:9])[N:10]2[C:11](=[O:24])[N:12]([CH:18]3[CH2:19][CH2:20][CH2:21][CH2:22][CH2:23]3)[CH:13]([C:15](=[O:16])[OH:17])[CH2:14]2)[cH:2][cH:3][cH:4][cH:5][cH:6]1>>[c:1]1([S:7](=[O:8])(=[O:9])[N:10]2[C:11](=[O:24])[N:12]([CH:18]3[CH2:19][CH2:20][CH2:21][CH2:22][CH2:23]3)[CH:13]([C:15](=[O:16])[N:35]3[CH2:34][CH2:33][N:32]([c:28]4[cH:27][c:26]([CH3:25])[cH:31][cH:30][n:29]4)[CH2:37][CH2:36]3)[CH2:14]2)[cH:2][cH:3][cH:4][cH:5][cH:6]1. The reactants are CCn1nc(C)cc1CC(N)=O, C1COCCO1, c1ccncc1. The product is CCn1nc(C)cc1CC#N. As a reaction SMILES: [CH2:1]([CH3:2])[n:3]1[n:4][c:5]([CH3:12])[cH:6][c:7]1[CH2:8][C:9](=[O:10])[NH2:11].[O:19]1[CH2:20][CH2:21][O:22][CH2:23][CH2:24]1.[cH:13]1[cH:14][cH:15][n:16][cH:17][cH:18]1>>[CH2:1]([CH3:2])[n:3]1[n:4][c:5]([CH3:12])[cH:6][c:7]1[CH2:8][C:9]#[N:11]. The reactants are BrC(Br)(Br)Br, CCCCCC, ClCCl, O=Cc1ccccc1F, c1ccc(P(c2ccccc2)c2ccccc2)cc1. Product: Fc1ccccc1C=C(Br)Br. Reaction SMILES: [C:1]([Br:2])([Br:3])([Br:4])[Br:5].[CH3:34][CH2:35][CH2:36][CH2:37][CH2:38][CH3:39].[Cl:40][CH2:41][Cl:42].[F:25][c:26]1[c:27]([CH:28]=[O:29])[cH:30][cH:31][cH:32][cH:33]1.[c:6]1([P:7]([c:8]2[cH:9][cH:10][cH:11][cH:12][cH:13]2)[c:14]2[cH:15][cH:16][cH:17][cH:18][cH:19]2)[cH:20][cH:21][cH:22][cH:23][cH:24]1>>[C:1]([Br:2])([Br:5])=[CH:28][c:27]1[c:26]([F:25])[cH:33][cH:32][cH:31][cH:30]1. Reactants: CN(C)C=O, O=CCOCCCCOc1c(Cl)cc(OCC=C(Cl)Cl)cc1Cl, FC(F)(F)C(Cl)(Cl)Cl, [Zn]. Yields the product OC(COCCCCOc1c(Cl)cc(OCC=C(Cl)Cl)cc1Cl)C(Cl)(Cl)C(F)(F)F. As a reaction SMILES: [CH3:33][N:34]([CH3:35])[CH:36]=[O:37].[Cl:1][c:2]1[c:3]([O:4][CH2:5][CH2:6][CH2:7][CH2:8][O:9][CH2:10][CH:11]=[O:12])[c:13]([Cl:23])[cH:14][c:15]([O:17][CH2:18][CH:19]=[C:20]([Cl:21])[Cl:22])[cH:16]1.[Cl:24][C:25]([C:26]([F:27])([F:28])[F:29])([Cl:30])[Cl:31].[Zn:32]>>[Cl:1][c:2]1[c:3]([O:4][CH2:5][CH2:6][CH2:7][CH2:8][O:9][CH2:10][CH:11]([OH:12])[C:25]([Cl:24])([C:26]([F:27])([F:28])[F:29])[Cl:30])[c:13]([Cl:23])[cH:14][c:15]([O:17][CH2:18][CH:19]=[C:20]([Cl:21])[Cl:22])[cH:16]1. Starting materials: [Cl-].O[NH3+] (hydroxylammonium chloride), C(O)([O-])=O.[Na+] (sodium hydrogencarbonate), CS(=O)C (dimethyl sulfoxide), C1(CCCCC1)C(CN1C(N(C2=C(C1=O)C=C(S2)CC)CC2=CC=C(C=C2)C=2C(=CC=CC2)C#N)=O)=O (4′-{[3-(2-cyclohexyl-2-oxoethyl)-6-ethyl-2,4-dioxo-3,4-dihydrothieno[2,3-d]pyrimidin-1(2H)-yl]methyl}biphenyl-2-carbonitrile). Solvent: C(Cl)(Cl)Cl (chloroform). Run at temperature 40 celsius, time 30 minute. Yields the product C1(CCCCC1)C(CN1C(N(C2=C(C1=O)C=C(S2)CC)CC2=CC=C(C=C2)C2=C(C=CC=C2)C2=NOC(N2)=O)=O)=O (3-(2-cyclohexyl-2-oxoethyl)-6-ethyl-1-{[2′-(5-oxo-4,5-dihydro-1,2,4-oxadiazol-3-yl)biphenyl-4-yl]methyl}thieno[2,3-d]pyrimidine-2,4(1H,3H)-dione). The yield is 76.3%. RXN SMILES: [Cl-].O[NH3+:3].[C:4](=[O:7])([O-])[OH:5].[Na+].CS(C)=O.[CH:13]1([C:19](=[O:49])[CH2:20][N:21]2[C:26](=[O:27])[C:25]3[CH:28]=[C:29]([CH2:31][CH3:32])[S:30][C:24]=3[N:23]([CH2:33][C:34]3[CH:39]=[CH:38][C:37]([C:40]4[C:41]([C:46]#[N:47])=[CH:42][CH:43]=[CH:44][CH:45]=4)=[CH:36][CH:35]=3)[C:22]2=[O:48])[CH2:18][CH2:17][CH2:16][CH2:15][CH2:14]1>C(Cl)(Cl)Cl>[CH:13]1([C:19](=[O:49])[CH2:20][N:21]2[C:26](=[O:27])[C:25]3[CH:28]=[C:29]([CH2:31][CH3:32])[S:30][C:24]=3[N:23]([CH2:33][C:34]3[CH:35]=[CH:36][C:37]([C:40]4[CH:45]=[CH:44][CH:43]=[CH:42][C:41]=4[C:46]4[NH:3][C:4](=[O:7])[O:5][N:47]=4)=[CH:38][CH:39]=3)[C:22]2=[O:48])[CH2:18][CH2:17][CH2:16][CH2:15][CH2:14]1 |f:0.1,2.3|. Procedure: A mixture of hydroxylammonium chloride (0.91 g), sodium hydrogencarbonate (1.3 g) and dimethyl sulfoxide (13 mL) was stirred at 40° C. for 30 min, 4′-{[3-(2-cyclohexyl-2-oxoethyl)-6-ethyl-2,4-dioxo-3,4-dihydrothieno[2,3-d]pyrimidin-1(2H)-yl]methyl}biphenyl-2-carbonitrile (0.67 g) was added, and the mixture was stirred at 90° C. for 16 hr. The reaction mixture was diluted with chloroform, washed successively with water and saturated brine, and dried over anhydrous magnesium sulfate. The solvent w... Starting materials: [Cl-].[Li+] (lithium chloride), NC1=C(C=CC=2CCCOC21)F (8-amino-3,4-dihydro-7-fluoro-2H-1-benzopyran), ClN1C(CCC1=O)=O (N-chlorosuccinimide). Run in CN(C=O)C (N,N-dimethylformamide), CN(C=O)C (N,N-dimethylformamide). Reaction conditions: time 90 minute. The product is NC1=C(C=C(C=2CCCOC21)Cl)F (8-amino-5-chloro-3,4-dihydro-7-fluoro-2H-1-benzopyran). Yield: 49.6%. As a reaction SMILES: [NH2:1][C:2]1[C:11]2[O:10][CH2:9][CH2:8][CH2:7][C:6]=2[CH:5]=[CH:4][C:3]=1[F:12].[Cl:13]N1C(=O)CCC1=O.[Cl-].[Li+]>CN(C)C=O>[NH2:1][C:2]1[C:11]2[O:10][CH2:9][CH2:8][CH2:7][C:6]=2[C:5]([Cl:13])=[CH:4][C:3]=1[F:12] |f:2.3|. Procedure details: To a stirred solution of 3.7 grams (0.022 mole) of 8-amino-3,4-dihydro-7-fluoro-2H-1-benzopyran in 50 mL of N,N-dimethylformamide was added dropwise a solution of 3.0 grams (0.022 mole) of N-chlorosuccinimide in about 20 mL of N,N-dimethylformamide. Upon completion of the addition, the reaction mixture was stirred for about 90 minutes and poured into an aqueous 10% lithium chloride solution. The mixture was extracted with diethyl ether. An insoluble material was collected by filtration and disso...